This data is from the Open Reaction Database (ORD), a public repository of structured organic reaction records. The task is: describe an organic reaction: reactants, conditions, products, and yield Starting materials: C(=O)(O)CN1C(SC2=C1C=CC=C2)=S (3-(carboxymethyl) benzothiazoline-2-thione), C([O-])(O)=O.[Na+] (sodium bicarbonate). Solvent: CO (methyl alcohol). Conditions: temperature 0 celsius, time 1 hour. Yields the product S=C1SC2=C(N1CC(=O)OC)C=CC=C2 (2-thioxo-3(2H)-benzothiazoleacetic acid, methyl ester). Isolated yield 94.0%. RXN SMILES: [C:1]([CH2:4][N:5]1[C:9]2[CH:10]=[CH:11][CH:12]=[CH:13][C:8]=2[S:7][C:6]1=[S:14])([OH:3])=[O:2].[C:15](=O)(O)[O-].[Na+]>CO>[S:14]=[C:6]1[N:5]([CH2:4][C:1]([O:3][CH3:15])=[O:2])[C:9]2[CH:10]=[CH:11][CH:12]=[CH:13][C:8]=2[S:7]1 |f:1.2|. Procedure: To a stirred solution containing 45.1 g (0.2 mol) of 3-(carboxymethyl) benzothiazoline-2-thione in 600 ml of methyl alcohol, 142.0 g (1.0 mol) of boron trifluoride ether complex was added in one portion. An exothermic reaction set in causing a temperature rise from 20° to 37° C. The stirred solution was heated at reflux for 24 hours and then cooled to 0° C. After cooling, 1400 ml of 10% aqueous sodium bicarbonate was slowly added (foaming observed) at 0°-10° C. until pH 8 was obtained. After sti... Reactants: ClC1=C(C=CC=C1)C1=NC2=CC=CC=C2C(=C1)C(=O)O (2-(2-chlorophenyl)-quinoline-4-carboxylic acid), C(C)NC(C)CC (N-ethylbut-2-ylamine). Run in S(=O)(Cl)Cl (thionyl chloride). Yields the product C(C)N(C(=O)C1=CC(=NC2=CC=CC=C12)C1=C(C=CC=C1)Cl)C(CC)C (N-ethyl-N-(1-methylpropyl)-2-(2-chlorophenyl)-quinoline-4-carboxamide). Reaction SMILES: [Cl:1][C:2]1[CH:7]=[CH:6][CH:5]=[CH:4][C:3]=1[C:8]1[CH:17]=[C:16]([C:18]([OH:20])=O)[C:15]2[C:10](=[CH:11][CH:12]=[CH:13][CH:14]=2)[N:9]=1.[CH2:21]([NH:23][CH:24]([CH2:26][CH3:27])[CH3:25])[CH3:22]>S(Cl)(Cl)=O>[CH2:21]([N:23]([CH:24]([CH3:25])[CH2:26][CH3:27])[C:18]([C:16]1[C:15]2[C:10](=[CH:11][CH:12]=[CH:13][CH:14]=2)[N:9]=[C:8]([C:3]2[CH:4]=[CH:5][CH:6]=[CH:7][C:2]=2[Cl:1])[CH:17]=1)=[O:20])[CH3:22]. Procedure: The procedure of Example 3 is followed using 2-(2-chlorophenyl)-quinoline-4-carboxylic acid (2.8 g), thionyl chloride (10 ml) and N-ethylbut-2-ylamine (4 g) as the starting materials. Reactants: BrC1=CC(=C(C=C1)C)F (4-Bromo-2-fluorotoluene), C(C)(=O)OC(C)=O (acetic anhydride), C(C)(=O)O (acetic acid), S(O)(O)(=O)=O (Sulphuric acid). The reagents and catalysts are [O-2].[O-2].[O-2].[Cr+6] (Chromium trioxide). The product is C(C)(=O)OC(OC(C)=O)C1=C(C=C(C=C1)Br)F (diacetoxymethyl-2-fluoro-4-bromobenzene). RXN SMILES: [Br:1][C:2]1[CH:7]=[CH:6][C:5]([CH3:8])=[C:4]([F:9])[CH:3]=1.C([O:13][C:14](=[O:16])[CH3:15])(=O)C.S(=O)(=O)(O)O.[C:22]([OH:25])(=[O:24])[CH3:23]>[O-2].[O-2].[O-2].[Cr+6]>[C:22]([O:25][CH:8]([C:5]1[CH:6]=[CH:7][C:2]([Br:1])=[CH:3][C:4]=1[F:9])[O:13][C:14](=[O:16])[CH3:15])(=[O:24])[CH3:23] |f:4.5.6.7|. Procedure details: 4-Bromo-2-fluorotoluene (ex Fluorochem) in glacial acetic acid (88 ml) and acetic anhydride (89.7 g) was cooled to -10°. Sulphuric acid (11.7 g) was added dropwise keeping the reaction temperature lower than -5°. Chromium trioxide (14.7 g) was added portionwise at 0°, the mixture was poured onto ice (300 g) and worked up as usual to give diacetoxymethyl-2-fluoro-4-bromobenzene. Reactants: ClC1=CC(=NC2=NC=CC=C12)C1=C(C(=O)N)C=CC=C1 (2-(4-chloro-[1,8]naphthyridin-2-yl)-benzamide), ClCCl (dichloromethane), CC[N+](CC)(CC)S(=O)(=O)N=C([O-])OC (Burgess reagent). Reaction conditions: time 4 hour. Yields the product ClC1=CC(=NC2=NC=CC=C12)C1=C(C#N)C=CC=C1 (2-(4-chloro-[1,8]naphthyridin-2-yl)-benzonitrile). Reaction SMILES: [Cl:1][C:2]1[C:11]2[C:6](=[N:7][CH:8]=[CH:9][CH:10]=2)[N:5]=[C:4]([C:12]2[CH:20]=[CH:19][CH:18]=[CH:17][C:13]=2[C:14]([NH2:16])=O)[CH:3]=1.ClCCl.CC[N+](S(N=C(OC)[O-])(=O)=O)(CC)CC>>[Cl:1][C:2]1[C:11]2[C:6](=[N:7][CH:8]=[CH:9][CH:10]=2)[N:5]=[C:4]([C:12]2[CH:20]=[CH:19][CH:18]=[CH:17][C:13]=2[C:14]#[N:16])[CH:3]=1. Procedure: To a slurry of 970 mg (3.42 mmol) 2-(4-chloro-[1,8]naphthyridin-2-yl)-benzamide in 10 ml dichloromethane 2.85 g (12.0 mmol) 1.26 g (5.27 mmol) methoxycarbonylsulfamoyl-triethylammonium hydroxide, inner salt, (Burgess reagent) was added. The reaction mixture was stirred for 4 hours at room temperature. The reaction mixture was partitioned between water and dichloromethane. The organic phase was dried over sodium sulfate and evaporated. The residue was crystallized from isopropanol yielding 2-(4-c... The reactants are CC(C)(C)c1cc(C(C)(C)C)cc(C(C)(C)C)c1, O=S(=O)(O)Cl, O. Yields the product CC(C)(C)c1cc(C(C)(C)C)cc(S(=O)(=O)Cl)c1. Reaction SMILES: [C:6]([CH3:7])([CH3:8])([CH3:9])[c:10]1[cH:11][c:12]([C:20]([CH3:21])([CH3:22])[CH3:23])[cH:13][c:14]([C:16]([CH3:17])([CH3:18])[CH3:19])[cH:15]1.[Cl:1][S:2](=[O:3])(=[O:4])[OH:5].[OH2:24]>>[Cl:1][S:2](=[O:3])(=[O:5])[c:14]1[cH:13][c:12]([C:20]([CH3:21])([CH3:22])[CH3:23])[cH:11][c:10]([C:6]([CH3:7])([CH3:8])[CH3:9])[cH:15]1.